Task: describe an organic reaction: reactants, conditions, products, and yield. Dataset: the Open Reaction Database (ORD), a public repository of structured organic reaction records Starting materials: N1(C=NC=C1)C1=CC=C(C(=O)C=2C(=NC=CC2)C(=O)OC)C=C1 (3-[4-(1H-imidazol-1-yl)benzoyl]-2-carbomethoxypyridine), O.NN (hydrazine monohydrate). The solvent is CCO (EtOH). The product is N1(C=NC=C1)C1=CC=C(C=C1)C=1C2=C(C(NN1)=O)N=CC=C2 (5-[4-(1H-imidazol-1-yl)phenyl]-8-oxo-7,8-dihydropyrido[2,3-d]pyridazine). Reaction SMILES: [N:1]1([C:6]2[CH:23]=[CH:22][C:9]([C:10]([C:12]3[C:13]([C:18](OC)=[O:19])=[N:14][CH:15]=[CH:16][CH:17]=3)=O)=[CH:8][CH:7]=2)[CH:5]=[CH:4][N:3]=[CH:2]1.O.[NH2:25][NH2:26]>CCO>[N:1]1([C:6]2[CH:23]=[CH:22][C:9]([C:10]3[C:12]4[CH:17]=[CH:16][CH:15]=[N:14][C:13]=4[C:18](=[O:19])[NH:25][N:26]=3)=[CH:8][CH:7]=2)[CH:5]=[CH:4][N:3]=[CH:2]1 |f:1.2|. Procedure details: A mixture of 3-[4-(1H-imidazol-1-yl)benzoyl]-2-carbomethoxypyridine (1.21 g, 3.94 mmol) in 50 mL of EtOH is treated with 0.22 g (4.33 mmol) of hydrazine monohydrate and heated to reflux for 1 day. The white solid which precipitates from the reaction mixture is filtered and recrystallized from DMF-H2O to give 5-[4-(1H-imidazol-1-yl)phenyl]-8-oxo-7,8-dihydropyrido[2,3-d]pyridazine. M.P. 359°-361° C.